Dataset: the Open Reaction Database (ORD), a public repository of structured organic reaction records. Task: describe an organic reaction: reactants, conditions, products, and yield Reactants: C#CCN, CC#N, CSC(=C[N+](=O)[O-])NCCSCc1ncccc1Cl. The product is C#CCNC(=C[N+](=O)[O-])NCCSCc1ncccc1Cl. As a reaction SMILES: [CH2:20]([C:21]#[CH:22])[NH2:23].[CH3:24][C:25]#[N:26].[N+:1](=[O:2])([O-:3])[CH:4]=[C:5]([NH:6][CH2:7][CH2:8][S:9][CH2:10][c:11]1[n:12][cH:13][cH:14][cH:15][c:16]1[Cl:17])[S:18][CH3:19]>>[N+:1](=[O:2])([O-:3])[CH:4]=[C:5]([NH:6][CH2:7][CH2:8][S:9][CH2:10][c:11]1[n:12][cH:13][cH:14][cH:15][c:16]1[Cl:17])[NH:23][CH2:20][C:21]#[CH:22]. The reactants are NCC1=NC=CC=C1 (2-aminomethylpyridine), CN(C=O)C (dimethylformamide), BrC=1C=NC2=C(C=CC=C2C1CC(=O)O)NC(C1=C(C=CC=C1Cl)Cl)=O (3-bromo-4-carboxymethyl-8-(2,6-dichlorobenzoylamino)quinoline), C(C(=O)Cl)(=O)Cl (oxalyl chloride). Run in ClCCl (dichloromethane). Conditions: time 30 minute. Yields the product BrC=1C=NC2=C(C=CC=C2C1CC(NCC1=NC=CC=C1)=O)NC(C1=C(C=CC=C1Cl)Cl)=O (3-bromo-8-(2,6-dichlorobenzoylamino)-4-[(pyridin-2-ylmethyl)carbamoylmethyl]quinoline). The yield is 53.8%. RXN SMILES: CN(C)C=O.C(Cl)(=O)C(Cl)=O.[Br:12][C:13]1[CH:14]=[N:15][C:16]2[C:21]([C:22]=1[CH2:23][C:24](O)=[O:25])=[CH:20][CH:19]=[CH:18][C:17]=2[NH:27][C:28](=[O:37])[C:29]1[C:34]([Cl:35])=[CH:33][CH:32]=[CH:31][C:30]=1[Cl:36].[NH2:38][CH2:39][C:40]1[CH:45]=[CH:44][CH:43]=[CH:42][N:41]=1>ClCCl>[Br:12][C:13]1[CH:14]=[N:15][C:16]2[C:21]([C:22]=1[CH2:23][C:24](=[O:25])[NH:38][CH2:39][C:40]1[CH:45]=[CH:44][CH:43]=[CH:42][N:41]=1)=[CH:20][CH:19]=[CH:18][C:17]=2[NH:27][C:28](=[O:37])[C:29]1[C:34]([Cl:35])=[CH:33][CH:32]=[CH:31][C:30]=1[Cl:36]. Procedure details: To a mixture of dimethylformamide (17.4 mg) and dichloromethane was added oxalyl chloride (27.7 mg), and the mixture was stirred for 30 minutes at ambient temperature. To the mixture was added 3-bromo-4-carboxymethyl-8-(2,6-dichlorobenzoylamino)quinoline (90 mg) at 0° C., and the mixture was stirred for 1 hour at the same temperature. To the mixture was added 2-aminomethylpyridine (107 mg) at 0° C., and the mixture was stirred for 30 minutes at ambient temperature. The mixture was partitioned be...